From a dataset of the Open Reaction Database (ORD), a public repository of structured organic reaction records. describe an organic reaction: reactants, conditions, products, and yield Reactants: ClCCl, O=C(O)NC1CCN(C(=O)CN(C(=O)C=Cc2ccccc2)c2ccc(Oc3ccccc3)cc2)C1, O=C(O)C(F)(F)F. Product: NC1CCN(C(=O)CN(C(=O)C=Cc2ccccc2)c2ccc(Oc3ccccc3)cc2)C1. RXN SMILES: [Cl:44][CH2:45][Cl:46].[O:8]([c:9]1[cH:10][cH:11][cH:12][cH:13][cH:14]1)[c:15]1[cH:16][cH:17][c:18]([N:21]([CH2:22][C:23](=[O:24])[N:25]2[CH2:26][CH:27]([NH:30][C:31](=[O:32])[OH:33])[CH2:28][CH2:29]2)[C:34]([CH:35]=[CH:36][c:37]2[cH:38][cH:39][cH:40][cH:41][cH:42]2)=[O:43])[cH:19][cH:20]1.[OH:1][C:2]([C:3]([F:4])([F:5])[F:6])=[O:7]>>[O:8]([c:9]1[cH:10][cH:11][cH:12][cH:13][cH:14]1)[c:15]1[cH:16][cH:17][c:18]([N:21]([CH2:22][C:23](=[O:24])[N:25]2[CH2:26][CH:27]([NH2:30])[CH2:28][CH2:29]2)[C:34]([CH:35]=[CH:36][c:37]2[cH:38][cH:39][cH:40][cH:41][cH:42]2)=[O:43])[cH:19][cH:20]1. The reactants are CC=1C(=NC=CC1)C1N(C(CCC1)C1=NC=CC=C1C)CCCCN (4-(3,3″-dimethyl-3′,4′,5′,6′-tetrahydro-2′H-[2,2′;6′,2″]terpyridine-1′-yl)-butylamine), C(=O)(N1C=NC=C1)N1C=NC=C1 (1,1′-carbonyldiimidazole), CCN(C(C)C)C(C)C (DIPEA), NO.O (NH2OH.H2O). Run in C1CCOC1 (THF), C(Cl)Cl (CH2Cl2). Reaction conditions: time 40 minute. The product is CC=1C(=NC=CC1)C1N(C(CCC1)C1=NC=CC=C1C)CCCCN(C(=O)N)O ([4-(3,3″-Dimethyl-3′,4′,5′,6′-tetrahydro-2′H-[2,2′;6′,2″]terpyridin-1′-yl)-butyl]-hydroxyurea). Yield: 43.8%. Reaction SMILES: [CH3:1][C:2]1[C:3]([CH:8]2[CH2:13][CH2:12][CH2:11][CH:10]([C:14]3[C:19]([CH3:20])=[CH:18][CH:17]=[CH:16][N:15]=3)[N:9]2[CH2:21][CH2:22][CH2:23][CH2:24][NH2:25])=[N:4][CH:5]=[CH:6][CH:7]=1.[C:26]([N:33]1C=CN=C1)(N1C=CN=C1)=[O:27].CCN(C(C)C)C(C)C.N[OH:48].O>C1COCC1.C(Cl)Cl>[CH3:20][C:19]1[C:14]([CH:10]2[CH2:11][CH2:12][CH2:13][CH:8]([C:3]3[C:2]([CH3:1])=[CH:7][CH:6]=[CH:5][N:4]=3)[N:9]2[CH2:21][CH2:22][CH2:23][CH2:24][N:25]([OH:48])[C:26]([NH2:33])=[O:27])=[N:15][CH:16]=[CH:17][CH:18]=1 |f:3.4|. Procedure details: To a solution of 4-(3,3″-dimethyl-3′,4′,5′,6′-tetrahydro-2′H-[2,2′;6′,2″]terpyridine-1′-yl)-butylamine (105 mg, 0.31 mmol) in THF (5 mL) was added 1,1′-carbonyldiimidazole (80 mg, 0.49 mmol) and after 40 min, the mixture was concentrated in vacuo. The residue was re-dissolved in DMF (5 mL) and treated with DIPEA (0.43 mL, 2.45 mmol) and NH2OH.H2O salt (136 mg, 1.96 mmol) and the reaction mixture was stirred overnight. Then the mixture was diluted with CH2Cl2 (25 mL) and washed with brine (5×15 m... The reactants are C[S-].[Na+] (sodium methanethiolate), BrC1=CC(=C(C=C1)[N+](=O)[O-])F (4-bromo-2-fluoro-1-nitrobenzene). Run in O (water), CN(C=O)C (N,N-dimethylformamide). Reaction conditions: time 1 hour. Yields the product BrC=1C=CC(=C(C1)SC)[N+](=O)[O-] ((5-bromo-2-nitrophenyl)(methyl)sulfane). As a reaction SMILES: [CH3:1][S-:2].[Na+].[Br:4][C:5]1[CH:10]=[CH:9][C:8]([N+:11]([O-:13])=[O:12])=[C:7](F)[CH:6]=1>O.CN(C)C=O>[Br:4][C:5]1[CH:10]=[CH:9][C:8]([N+:11]([O-:13])=[O:12])=[C:7]([S:2][CH3:1])[CH:6]=1 |f:0.1|. Reported procedure: A solution of sodium methanethiolate (2.25 g, 70.1 mmol) in water (50 mL) was added dropwise to a solution of 4-bromo-2-fluoro-1-nitrobenzene (6.42 g, 29.2 mmol) in N,N-dimethylformamide (150 mL) at 0° C. and the mixture was stirred for 1 hour. The mixture was filtered and the solid washed with water (3×150 mL) to give the title compound. Starting materials: CC(C)(C)[Si](C)(C)OCCn1c(CCl)nc2cnc3cc(OCc4ccccc4)ccc3c21, CC(=O)O, O. Product: OCCn1c(CCl)nc2cnc3cc(OCc4ccccc4)ccc3c21. Reaction SMILES: [CH2:1]([c:2]1[cH:3][cH:4][cH:5][cH:6][cH:7]1)[O:8][c:9]1[cH:10][cH:11][c:12]2[c:13]3[c:14]([cH:15][n:16][c:17]2[cH:18]1)[n:19][c:20]([CH2:32][Cl:33])[n:21]3[CH2:22][CH2:23][O:24][Si:25]([C:26]([CH3:27])([CH3:28])[CH3:29])([CH3:30])[CH3:31].[CH3:34][C:35](=[O:36])[OH:37].[OH2:38]>>[CH2:1]([c:2]1[cH:3][cH:4][cH:5][cH:6][cH:7]1)[O:8][c:9]1[cH:10][cH:11][c:12]2[c:13]3[c:14]([cH:15][n:16][c:17]2[cH:18]1)[n:19][c:20]([CH2:32][Cl:33])[n:21]3[CH2:22][CH2:23][OH:24]. Starting materials: CC(=O)OC(C)(C)C(=O)Nc1nc(CN2CCC(OC(c3ccccc3)c3ccccc3)CC2)cs1, CCO, [Na+], [OH-]. Yields the product CC(C)(O)C(=O)Nc1nc(CN2CCC(OC(c3ccccc3)c3ccccc3)CC2)cs1. Reaction SMILES: [C:1](=[O:2])([CH3:3])[O:4][C:5]([C:6](=[O:7])[NH:8][c:9]1[s:10][cH:11][c:12]([CH2:14][N:15]2[CH2:16][CH2:17][CH:18]([O:21][CH:22]([c:23]3[cH:24][cH:25][cH:26][cH:27][cH:28]3)[c:29]3[cH:30][cH:31][cH:32][cH:33][cH:34]3)[CH2:19][CH2:20]2)[n:13]1)([CH3:35])[CH3:36].[CH3:39][CH2:40][OH:41].[Na+:38].[OH-:37]>>[OH:4][C:5]([C:6](=[O:7])[NH:8][c:9]1[s:10][cH:11][c:12]([CH2:14][N:15]2[CH2:16][CH2:17][CH:18]([O:21][CH:22]([c:23]3[cH:24][cH:25][cH:26][cH:27][cH:28]3)[c:29]3[cH:30][cH:31][cH:32][cH:33][cH:34]3)[CH2:19][CH2:20]2)[n:13]1)([CH3:35])[CH3:36]. Reactants: C(\C=C(\C)/CCC=C(C)C)N (nerylamine), [Cl-].COC(C(=O)O)=O (oxalic acid monomethylester chloride). Product: COC(C(=O)NC\C=C(/CCC=C(C)C)\C)=O (N-((Z)-3,7-dimethyl-octa-2,6-dienyl)-oxalic acid amide-methyl-ester). Reaction SMILES: [CH2:1]([NH2:11])/[CH:2]=[C:3](\[CH2:5][CH2:6][CH:7]=[C:8]([CH3:10])[CH3:9])/[CH3:4].[Cl-].[CH3:13][O:14][C:15](=[O:19])[C:16](O)=[O:17]>>[CH3:13][O:14][C:15](=[O:19])[C:16]([NH:11][CH2:1]/[CH:2]=[C:3](/[CH3:4])\[CH2:5][CH2:6][CH:7]=[C:8]([CH3:10])[CH3:9])=[O:17] |f:1.2|. Procedure: Said substance is manufactured according to AAV 1, by converting nerylamine and oxalic acid monomethylester chloride with each other and the product is purified by column chromatography (pentane/diethyl ether=3/2).